From a dataset of the Open Reaction Database (ORD), a public repository of structured organic reaction records. describe an organic reaction: reactants, conditions, products, and yield Starting materials: CN1C(CC[C@@]2(C3=C(CC[C@@H]12)C=C(C=C3)Br)C)=O ((+)-(4aR)-(10bR)-4-methyl-8-bromo-10b-methyl-1,2,3,4,4a,5,6,10b-octahydrobenzo[f]quinolin-3-one), ClC=1C=C(C=CC1Cl)B(O)O (3,4-dichlorophenylboronic acid), C([O-])([O-])=O.[Na+].[Na+] (sodium carbonate), C1CCOC1 (THF). Reagents/catalysts: [Pd].C1(=CC=CC=C1)P(C1=CC=CC=C1)C1=CC=CC=C1.C1(=CC=CC=C1)P(C1=CC=CC=C1)C1=CC=CC=C1.C1(=CC=CC=C1)P(C1=CC=CC=C1)C1=CC=CC=C1.C1(=CC=CC=C1)P(C1=CC=CC=C1)C1=CC=CC=C1 (tetrakis (triphenylphosphine) palladium (0)). Solvent: C(Cl)(Cl)Cl (chloroform). The product is CN1C(CC[C@@]2(C3=C(CC[C@@H]12)C=C(C=C3)C3=CC(=C(C=C3)Cl)Cl)C)=O ((+)-(4aR)-(10bR)-4-methyl-8-(3,4-dichlorophenyl)-10b-methyl-1,2,3,4,4a,5,6,10b-octahydrobenzo[f]quinolin-3-one). The yield is 64.1%. RXN SMILES: [CH3:1][N:2]1[C@H:11]2[C@@:6]([CH3:17])([C:7]3[CH:15]=[CH:14][C:13](Br)=[CH:12][C:8]=3[CH2:9][CH2:10]2)[CH2:5][CH2:4][C:3]1=[O:18].[Cl:19][C:20]1[CH:21]=[C:22](B(O)O)[CH:23]=[CH:24][C:25]=1[Cl:26].C(=O)([O-])[O-].[Na+].[Na+].C1COCC1>C(Cl)(Cl)Cl.[Pd].C1(P(C2C=CC=CC=2)C2C=CC=CC=2)C=CC=CC=1.C1(P(C2C=CC=CC=2)C2C=CC=CC=2)C=CC=CC=1.C1(P(C2C=CC=CC=2)C2C=CC=CC=2)C=CC=CC=1.C1(P(C2C=CC=CC=2)C2C=CC=CC=2)C=CC=CC=1>[CH3:1][N:2]1[C@H:11]2[C@@:6]([CH3:17])([C:7]3[CH:15]=[CH:14][C:13]([C:23]4[CH:22]=[CH:21][C:20]([Cl:19])=[C:25]([Cl:26])[CH:24]=4)=[CH:12][C:8]=3[CH2:9][CH2:10]2)[CH2:5][CH2:4][C:3]1=[O:18] |f:2.3.4,7.8.9.10.11|. Reported procedure: A 15 mL round bottom flask was charged with (+)-(4aR)-(10bR)-4-methyl-8-bromo-10b-methyl-1,2,3,4,4a,5,6,10b-octahydrobenzo[f]quinolin-3-one (200 mg, 0.65 mmol), tetrakis (triphenylphosphine) palladium (0) (23 mg, 0.02 mmol), 3,4-dichlorophenylboronic acid (149 mg, 0.78 mmol), 0.65 mL of 2M sodium carbonate solution and 2 mL of THF, fitted with a reflux condenser, and the stirred mixture was heated at 80°, under nitrogen, for 16 h. The mixture was cooled, diluted with chloroform (75 mL) and washe... Starting materials: FC(C1=NC2=C(C=CC=C2C(=N1)O)OC(F)(F)F)(C1=NC=C(C=C1)F)F (2-(difluoro(5-fluoropyridin-2-yl)methyl)-8-(trifluoromethoxy)quinazolin-4-ol), P(=O)(Br)(Br)Br (phosphoryl tribromide), CCN(C(C)C)C(C)C (DIEA), CC1=CC(=NN1)N (5-methyl-1H-pyrazol-3-amine). The solvent is C1(=CC=CC=C1)C (toluene), CN(C)C=O (DMF). Run at temperature 105 celsius, time 2 hour. Yields the product FC(C1=NC2=C(C=CC=C2C(=N1)NC1=NNC(=C1)C)OC(F)(F)F)(C1=NC=C(C=C1)F)F (2-(difluoro(5-fluoropyridin-2-yl)methyl)-N-(5-methyl-1H-pyrazol-3-yl)-8-(trifluoromethoxy)quinazolin-4-amine). Isolated yield 33.3%. As a reaction SMILES: [F:1][C:2]([F:26])([C:19]1[CH:24]=[CH:23][C:22]([F:25])=[CH:21][N:20]=1)[C:3]1[N:12]=[C:11](O)[C:10]2[C:5](=[C:6]([O:14][C:15]([F:18])([F:17])[F:16])[CH:7]=[CH:8][CH:9]=2)[N:4]=1.P(Br)(Br)(Br)=O.CCN(C(C)C)C(C)C.[CH3:41][C:42]1[NH:46][N:45]=[C:44]([NH2:47])[CH:43]=1>CN(C=O)C.C1(C)C=CC=CC=1>[F:1][C:2]([F:26])([C:19]1[CH:24]=[CH:23][C:22]([F:25])=[CH:21][N:20]=1)[C:3]1[N:12]=[C:11]([NH:47][C:44]2[CH:43]=[C:42]([CH3:41])[NH:46][N:45]=2)[C:10]2[C:5](=[C:6]([O:14][C:15]([F:18])([F:17])[F:16])[CH:7]=[CH:8][CH:9]=2)[N:4]=1. Reported procedure: To 2-(difluoro(5-fluoropyridin-2-yl)methyl)-8-(trifluoromethoxy)quinazolin-4-ol (250 mg, 0.66 mmol) was added phosphoryl tribromide (2.3 g) and toluene (2 mL) followed by DIEA (0.232 mL, 1.33 mmol). The mixture was heated at 105° C. for 0.5 h, then allowed to cool to rt. The mixture partitioned between EtOAc and saturated aq sodium bicarbonate and the organic layer was dried over sodium sulfate and concentrated under reduced pressure. To the residue was added a solution of 5-methyl-1H-pyrazol-3-... The reactants are Brc1nc(cs1)C(=O)Nc2ccccc2N3CCNCC3, OB(O)c1ccc(cc1)C(=O)NC2CCCC2. Reagents/catalysts: CCN=P(N=P(N(C)C)(N(C)C)N(C)C)(N(C)C)N(C)C (P2-Et), CC(C)c1cc(C(C)C)c(-c2ccccc2[PH](C(C)(C)C)(C(C)(C)C)[Pd]2(OS(C)(=O)=O)Nc3ccccc3-c3ccccc32)c(C(C)C)c1 (tBuXphos G3). Solvent: CS(C)=O (DMSO), O (water), CS(C)=O (DMSO), CS(C)=O (DMSO), CS(C)=O (DMSO). Run at time 22 hour. Product: O=C(NC1CCCC1)c2ccc(cc2)c3nc(cs3)C(=O)Nc4ccccc4N5CCNCC5, Brc1nc(cs1)C(=O)Nc2ccccc2N3CCNCC3, c1ccc(-c2ccccc2)cc1. The reactants are COC(=O)c1cc(Cl)ccc1NC(=O)COCC(=O)O, Nc1cccc(-c2ccno2)c1. RXN SMILES: [Cl:13][c:14]1[cH:15][c:16]([C:29](=[O:30])[O:31][CH3:32])[c:17]([NH:20][C:21]([CH2:22][O:23][CH2:24][C:25](=[O:26])[OH:27])=[O:28])[cH:18][cH:19]1.[o:1]1[n:2][cH:3][cH:4][c:5]1-[c:6]1[cH:7][c:8]([NH2:9])[cH:10][cH:11][cH:12]1>>[o:1]1[n:2][cH:3][cH:4][c:5]1-[c:6]1[cH:7][c:8]([NH:9][C:25]([CH2:24][O:23][CH2:22][C:21]([NH:20][c:17]2[c:16]([C:29](=[O:30])[O:31][CH3:32])[cH:15][c:14]([Cl:13])[cH:19][cH:18]2)=[O:28])=[O:26])[cH:10][cH:11][cH:12]1. Product: COC(=O)c1cc(Cl)ccc1NC(=O)COCC(=O)Nc1cccc(-c2ccno2)c1.